This data is from the Open Reaction Database (ORD), a public repository of structured organic reaction records. The task is: describe an organic reaction: reactants, conditions, products, and yield Starting materials: CCCCn1c(=O)n(OCc2ccccc2)c(=O)c2cc(F)c(N3CCCC3)nc21, C1CCOC1, [H][H]. The product is CCCCn1c(=O)n(O)c(=O)c2cc(F)c(N3CCCC3)nc21. As a reaction SMILES: [CH2:1]([c:2]1[cH:3][cH:4][cH:5][cH:6][cH:7]1)[O:8][n:9]1[c:10](=[O:30])[n:11]([CH2:26][CH2:27][CH2:28][CH3:29])[c:12]2[c:13]([c:14]1=[O:15])[cH:16][c:17]([F:25])[c:18]([N:20]1[CH2:21][CH2:22][CH2:23][CH2:24]1)[n:19]2.[CH2:33]1[O:34][CH2:35][CH2:36][CH2:37]1.[H:31][H:32]>>[OH:8][n:9]1[c:10](=[O:30])[n:11]([CH2:26][CH2:27][CH2:28][CH3:29])[c:12]2[c:13]([c:14]1=[O:15])[cH:16][c:17]([F:25])[c:18]([N:20]1[CH2:21][CH2:22][CH2:23][CH2:24]1)[n:19]2. The reactants are FC1(CCC(CC1)(O)CNC(=O)C=1C=2C=CC(=NC2C=CC1Cl)Cl)F (2,6-dichloro-quinoline-5-carboxylic acid (4,4-difluoro-1-hydroxy-cyclohexylmethyl)-amide), CCN(C(C)C)C(C)C (DIPEA), F[C@@H]1CNCC1 ((S)-3-fluoro-pyrrolidine). Product: FC1(CCC(CC1)(O)CNC(=O)C=1C=2C=CC(=NC2C=CC1Cl)N1C[C@H](CC1)F)F (6-Chloro-2-((S)-3-fluoropyrrolidin-1-yl)-quinoline-5-carboxylic acid (4,4-difluoro-1-hydroxycyclohexylmethyl)-amide). As a reaction SMILES: [F:1][C:2]1([F:25])[CH2:7][CH2:6][C:5]([CH2:9][NH:10][C:11]([C:13]2[C:14]3[CH:15]=[CH:16][C:17](Cl)=[N:18][C:19]=3[CH:20]=[CH:21][C:22]=2[Cl:23])=[O:12])([OH:8])[CH2:4][CH2:3]1.CCN(C(C)C)C(C)C.[F:35][C@H:36]1[CH2:40][CH2:39][NH:38][CH2:37]1>>[F:1][C:2]1([F:25])[CH2:7][CH2:6][C:5]([CH2:9][NH:10][C:11]([C:13]2[C:14]3[CH:15]=[CH:16][C:17]([N:38]4[CH2:39][CH2:40][C@H:36]([F:35])[CH2:37]4)=[N:18][C:19]=3[CH:20]=[CH:21][C:22]=2[Cl:23])=[O:12])([OH:8])[CH2:4][CH2:3]1. Procedure: The title compound was synthesized according to the procedure described in example 1 using 2,6-dichloro-quinoline-5-carboxylic acid (4,4-difluoro-1-hydroxy-cyclohexylmethyl)-amide, DIPEA and (S)-3-fluoro-pyrrolidine. 1H NMR (400 MHz, DMSO-d6) δ ppm 8.75 (1H), 7.85 (m, 1H), 7.58 (2H), 7.05 (1H), 5.43-5.56 (1H), 4.56 (s, 1H), 3.89 (m, 2H), 3.70 (m, 1H), 3.55 (m, 1H), 3.26 (m, 2H), 2.44 (m, 2H), 2.06 (m, 2H), 1.85 (m, 2H), 1.74-1.76 (m, 5H), 1.27-1.32 (m, 2H). m/z: 442 [M+H] Starting materials: CS(=O)(=O)OC1CCN(CC1)C(=O)OC(C)(C)C (tert-Butyl 4-(methylsulfonyloxy)piperidine-1-carboxylate), C([O-])([O-])=O.[K+].[K+] (potassium carbonate), [N+](=O)([O-])C=1C=C2C=NNC2=CC1 (5-nitro-1H-indazole). The solvent is CN(C=O)C (N,N-dimethylformamide), C(C)(=O)OCC (ethyl acetate). Yields the product [N+](=O)([O-])C=1C=C2C=NN(C2=CC1)C1CCN(CC1)C(=O)OC(C)(C)C (tert-Butyl 4-(5-nitro-1H-indazol-1-yl)piperidine-1-carboxylate). Yield: 22.2%. Reaction SMILES: CS(O[CH:6]1[CH2:11][CH2:10][N:9]([C:12]([O:14][C:15]([CH3:18])([CH3:17])[CH3:16])=[O:13])[CH2:8][CH2:7]1)(=O)=O.C(=O)([O-])[O-].[K+].[K+].[N+:25]([C:28]1[CH:29]=[C:30]2[C:34](=[CH:35][CH:36]=1)[NH:33][N:32]=[CH:31]2)([O-:27])=[O:26]>CN(C)C=O.C(OCC)(=O)C>[N+:25]([C:28]1[CH:29]=[C:30]2[C:34](=[CH:35][CH:36]=1)[N:33]([CH:6]1[CH2:11][CH2:10][N:9]([C:12]([O:14][C:15]([CH3:18])([CH3:17])[CH3:16])=[O:13])[CH2:8][CH2:7]1)[N:32]=[CH:31]2)([O-:27])=[O:26] |f:1.2.3|. Procedure details: tert-Butyl 4-(methylsulfonyloxy)piperidine-1-carboxylate (30.6 mmol, 8.56 g), potassium carbonate (61.3 mmol, 8.47 g) and 5-nitro-1H-indazole (30.6 mmol, 5 g) were combined and heated to 100° C. in N,N-dimethylformamide (30 mL) for 3 hours. The reaction mixture was diluted with ethyl acetate and washed with water. The organic phase was dried over sodium sulfate and concentrated at reduced pressure. The resulting residue was purified by silica chromatography (eluting with a solvent gradient from ... Reactants: OCC1CCCCC1NCc1ccccc1, ClC(Cl)Cl, Cl, O, O=C(O)COc1cccc2c1OCC2CCO. Yields the product COC(=O)COc1cccc2c1OCC2CCO. Reaction SMILES: [CH2:1]([NH:2][CH:3]1[CH2:4][CH2:5][CH2:6][CH2:7][CH:8]1[CH2:9][OH:10])[c:11]1[cH:12][cH:13][cH:14][cH:15][cH:16]1.[Cl:35][CH:36]([Cl:37])[Cl:38].[ClH:34].[OH2:39].[OH:17][CH2:18][CH2:19][CH:20]1[CH2:21][O:22][c:23]2[c:24]1[cH:25][cH:26][cH:27][c:28]2[O:29][CH2:30][C:31](=[O:32])[OH:33]>>[CH3:1][O:33][C:31]([CH2:30][O:29][c:28]1[c:23]2[c:24]([cH:25][cH:26][cH:27]1)[CH:20]([CH2:19][CH2:18][OH:17])[CH2:21][O:22]2)=[O:32]. Starting materials: CC(C)(C)c1ccc(S(=O)(=O)Nc2ccc(Cl)cc2-c2nncn2C2CCNC2)cc1, CC(C)=O, CO. The product is CC(C)N1CCC(n2cnnc2-c2cc(Cl)ccc2NS(=O)(=O)c2ccc(C(C)(C)C)cc2)C1. Reaction SMILES: [C:1]([CH3:2])([CH3:3])([CH3:4])[c:5]1[cH:6][cH:7][c:8]([S:11](=[O:12])(=[O:13])[NH:14][c:15]2[c:16](-[c:22]3[n:23][n:24][cH:25][n:26]3[CH:27]3[CH2:28][NH:29][CH2:30][CH2:31]3)[cH:17][c:18]([Cl:21])[cH:19][cH:20]2)[cH:9][cH:10]1.[CH3:32][C:33]([CH3:34])=[O:35].[CH3:36][OH:37]>>[C:1]([CH3:2])([CH3:3])([CH3:4])[c:5]1[cH:6][cH:7][c:8]([S:11](=[O:12])(=[O:13])[NH:14][c:15]2[c:16](-[c:22]3[n:23][n:24][cH:25][n:26]3[CH:27]3[CH2:28][N:29]([CH:33]([CH3:32])[CH3:34])[CH2:30][CH2:31]3)[cH:17][c:18]([Cl:21])[cH:19][cH:20]2)[cH:9][cH:10]1. The reactants are C[Si]([N-][Si](C)(C)C)(C)C.[Li+] (Lithium hexamethyldisilazide), O[C@H]1CC(=O)OC1 ((S)-3-Hydroxy-γ-butyrolactone), C(C1=CC=CC=C1)Br (benzyl bromide), [Cl-].[NH4+] (ammonium chloride). Solvent: C1CCOC1 (THF), C1CCOC1 (THF). Reaction conditions: temperature -45 celsius, time 4 hour. The product is C(C1=CC=CC=C1)[C@@H]1C(=O)OC[C@H]1O ((2S,3S)-2-benzyl-3-hydroxy-γ-butyrolactone). Yield: 40.0%. Reaction SMILES: C[Si](C)(C)[N-][Si](C)(C)C.[Li+].[OH:11][C@@H:12]1[CH2:17][O:16][C:14](=[O:15])[CH2:13]1.[CH2:18](Br)[C:19]1[CH:24]=[CH:23][CH:22]=[CH:21][CH:20]=1.[Cl-].[NH4+]>C1COCC1>[CH2:18]([C@H:13]1[C@H:12]([OH:11])[CH2:17][O:16][C:14]1=[O:15])[C:19]1[CH:24]=[CH:23][CH:22]=[CH:21][CH:20]=1 |f:0.1,4.5|. Reported procedure: Lithium hexamethyldisilazide (25 ml, 25 mmol) was loaded under argon gas in a reaction vessel. (S)-3-Hydroxy-γ-butyrolactone (1.012 g, 9.913 mmol) in THF (20 ml) was added thereto under cooling to −45° C. After stirring for 30 minutes at the same temperature, benzyl bromide (1.9 ml, 11.89 mmol) in THF (20 ml) was dropped thereto. After stirring for 4 hours at the same temperature, an aqueous saturated ammonium chloride was added to the reaction mixture and the mixture was extracted with ethyl ac...